This data is from the Open Reaction Database (ORD), a public repository of structured organic reaction records. The task is: describe an organic reaction: reactants, conditions, products, and yield Starting materials: [Br-], O=Cc1cc(F)ccc1Br, [Li]CCCC, C[P+](c1ccccc1)(c1ccccc1)c1ccccc1, C1CCOC1. Product: C=Cc1cc(F)ccc1Br. Reaction SMILES: [Br-:16].[Br:6][c:7]1[c:8]([CH:9]=[O:10])[cH:11][c:12]([F:15])[cH:13][cH:14]1.[CH2:1]([Li:2])[CH2:3][CH2:4][CH3:5].[CH3:17][P+:18]([c:19]1[cH:20][cH:21][cH:22][cH:23][cH:24]1)([c:25]1[cH:26][cH:27][cH:28][cH:29][cH:30]1)[c:31]1[cH:32][cH:33][cH:34][cH:35][cH:36]1.[O:37]1[CH2:38][CH2:39][CH2:40][CH2:41]1>>[CH2:1]=[CH:9][c:8]1[c:7]([Br:6])[cH:14][cH:13][c:12]([F:15])[cH:11]1. Reactants: C1(=CC=CC=C1)C=1N=C(OC1C1=CC=CC=C1)SCC(=O)OCC (ethyl S-(4,5-diphenyloxazol-2-yl)-mercaptoacetate), [OH-].[Na+] (NaOH). Solvent: C(C)O (ethanol). Yields the product C1(=CC=CC=C1)C=1N=C(OC1C1=CC=CC=C1)SCC(=O)O (S-(4,5-DIPHENYLOXAZOL-2-yl)-MERCAPTOACETIC ACID). The yield is 80.7%. RXN SMILES: [C:1]1([C:7]2[N:8]=[C:9]([S:18][CH2:19][C:20]([O:22]CC)=[O:21])[O:10][C:11]=2[C:12]2[CH:17]=[CH:16][CH:15]=[CH:14][CH:13]=2)[CH:6]=[CH:5][CH:4]=[CH:3][CH:2]=1.[OH-].[Na+]>C(O)C>[C:1]1([C:7]2[N:8]=[C:9]([S:18][CH2:19][C:20]([OH:22])=[O:21])[O:10][C:11]=2[C:12]2[CH:17]=[CH:16][CH:15]=[CH:14][CH:13]=2)[CH:2]=[CH:3][CH:4]=[CH:5][CH:6]=1 |f:1.2|. Reported procedure: 10 g ethyl S-(4,5-diphenyloxazol-2-yl)-mercaptoacetate dissolved in 30 ml ethanol were mixed with 30 ml 40% NaOH and maintained for 1 hour at room temperature. The sodium salt which separated from the reaction mixture was redissolved by means of addition of 200 ml distilled water. The alkaline solution was slowly poured into 300 ml ice-cooled 15% HCl. The precipitated S-(4,5-diphenyloxazol-2-yl)-mercaptoacetic acid was filtered, washed with water and crystallized from aqueous ethanol to give 7.4... Starting materials: C(C)(C)(C)OC(N(C)[C@H](CC1=CC=CC=C1)COCCO)=O (N-((1R)-1-(2-Hydroxyethoxymethyl)-2-phenylethyl)-N-methylcarbamic acid tert-butylester), FC(C(=O)O)(F)F (Trifluoroacetic acid). The solvent is ClCCl (dichloromethane). Run at temperature 0 celsius, time 15 minute. Yields the product CN[C@@H](COCCO)CC1=CC=CC=C1 (2-((2R)-2-methylamino-3-phenylpropoxy)ethanol). Isolated yield 58.4%. As a reaction SMILES: C(O[C:6](=O)[N:7]([C@@H:9]([CH2:17][O:18][CH2:19][CH2:20][OH:21])[CH2:10][C:11]1[CH:16]=[CH:15][CH:14]=[CH:13][CH:12]=1)C)(C)(C)C.FC(F)(F)C(O)=O>ClCCl>[CH3:6][NH:7][C@H:9]([CH2:10][C:11]1[CH:12]=[CH:13][CH:14]=[CH:15][CH:16]=1)[CH2:17][O:18][CH2:19][CH2:20][OH:21]. Reported procedure: N-((1R)-1-(2-Hydroxyethoxymethyl)-2-phenylethyl)-N-methylcarbamic acid tert-butylester (0.29 g, 0.90 mmol) was dissolved in dichloromethane (3 mL). Trifluoroacetic acid (1 mL) was added. The solution was stirred at 0° C. for 15 min. The solvents were removed in vacuo. The residue was dissolved in dichloromethane (10 mL) and extracted with 1N sodium hydroxide (10 mL). The organic phase was dried over magnesium sulfate. The solvent was removed in vacuo to give 0.11 g of crude 2-((2R)-2-methylamino... Starting materials: CC1=CC=C(O1)C1=C(N=CC(=N1)N)C1=CC=CC=C1 (6-(5-methylfuran-2-yl)-5-phenylpyrazin-2-ylamine), C1(CC1)C(=O)Cl (cyclopropanecarbonyl chloride), N1=CC=CC=C1 (pyridine). Reaction conditions: temperature 70 celsius, time 6 hour. The product is CC1=CC=C(O1)C1=C(N=CC(=N1)NC(=O)C1CC1)C1=CC=NC=C1 (N-[6-(5-methyl-2-furyl)-5-pyridin-4-ylpyrazin-2-yl]cyclopropanecarboxamide). Yield: 81.0%. Reaction SMILES: [CH3:1][C:2]1[O:6][C:5]([C:7]2[N:12]=[C:11]([NH2:13])[CH:10]=[N:9][C:8]=2[C:14]2[CH:19]=[CH:18]C=[CH:16][CH:15]=2)=[CH:4][CH:3]=1.[CH:20]1([C:23](Cl)=[O:24])[CH2:22][CH2:21]1.[N:26]1C=CC=CC=1>>[CH3:1][C:2]1[O:6][C:5]([C:7]2[N:12]=[C:11]([NH:13][C:23]([CH:20]3[CH2:22][CH2:21]3)=[O:24])[CH:10]=[N:9][C:8]=2[C:14]2[CH:15]=[CH:16][N:26]=[CH:18][CH:19]=2)=[CH:4][CH:3]=1. Procedure details: To a stirred solution of 6-(5-methylfuran-2-yl)-5-phenylpyrazin-2-ylamine (42 mg, 0.166 mmol) in pyridine (1.8 mL) was added cyclopropanecarbonyl chloride (38 μL, 0.41 mmol). The solution was stirred at 70° C. for 6 h, evaporated, partitioned between dichloromethane and a 4% sodium bicarbonate aqueous solution, the aqueous phase extracted twice with dichloromethane, the organic layers washed with brine, dried (MgSO4) and evaporated. The residue was triturated with diethyl ether and methanol and ... Reactants: COC(=O)C1=CC=C(O)C=C1 (Methylparaben), C(=O)([O-])[O-].[K+].[K+] (K2CO3), FC1=C(CBr)C=CC=C1 (2-fluorobenzyl bromide). The solvent is C(C)#N (acetonitrile). Run at temperature 52.5 celsius, time 2 hour. The product is FC1=C(COC2=CC=C(C(=O)OC)C=C2)C=CC=C1 (Methyl 4-(2-fluorobenzyloxy)benzoate). The yield is 95.1%. RXN SMILES: [CH3:1][O:2][C:3]([C:5]1[CH:11]=[CH:10][C:8]([OH:9])=[CH:7][CH:6]=1)=[O:4].C([O-])([O-])=O.[K+].[K+].[F:18][C:19]1[CH:26]=[CH:25][CH:24]=[CH:23][C:20]=1[CH2:21]Br>C(#N)C>[F:18][C:19]1[CH:26]=[CH:25][CH:24]=[CH:23][C:20]=1[CH2:21][O:9][C:8]1[CH:10]=[CH:11][C:5]([C:3]([O:2][CH3:1])=[O:4])=[CH:6][CH:7]=1 |f:1.2.3|. Reported procedure: Methylparaben (8.85 g, 58.19 mmol) and K2CO3 (16.1 g, 116.38 mmol) were stirred in acetonitrile (100 mL) for 5 minutes and then 2-fluorobenzyl bromide (10 g, 52.9 mmol) was added. The suspension was heated to 50-55° C. and held for 2 hours. The mixture was then cooled to 20-25° C., filtered, and the filtrate solution concentrated to a thick residue. The residue was then dissolved in CH2Cl2, washed with a 1 M Na2CO3 solution, dried over Na2SO4, and concentrated to a solid. The solid was then stir... Starting materials: CO, CC(C)(C)OC(=O)CN(Cc1cccc([N+](=O)[O-])c1)C(=O)C(F)(F)F, [K+], [K+], O=C([O-])[O-], O. Product: CC(C)(C)OC(=O)CNCc1cccc([N+](=O)[O-])c1. RXN SMILES: [CH3:32][OH:33].[F:7][C:8]([F:9])([F:10])[C:30]([N:11]([CH2:12][c:13]1[cH:14][c:15]([N+:19](=[O:20])[O-:21])[cH:16][cH:17][cH:18]1)[CH2:22][C:23](=[O:24])[O:25][C:26]([CH3:27])([CH3:28])[CH3:29])=[O:31].[K+:1].[K+:2].[O-:3][C:4]([O-:5])=[O:6].[OH2:34]>>[NH:11]([CH2:12][c:13]1[cH:14][c:15]([N+:19](=[O:20])[O-:21])[cH:16][cH:17][cH:18]1)[CH2:22][C:23](=[O:24])[O:25][C:26]([CH3:27])([CH3:28])[CH3:29].